From a dataset of the Open Reaction Database (ORD), a public repository of structured organic reaction records. describe an organic reaction: reactants, conditions, products, and yield Starting materials: CC(C)(C)OC([C@@H](CCO[Si](C)(C)C(C)(C)C)N[C@@H](CC(C)C)C(=O)NCC=1C=NC=CC1)=O (2-(R)-[[3-methyl-1-(S)-[((pyridin-3-yl-methyl)amino)carbonyl]butyl]amino]-4-[((1,1-dimethylethyl)dimethylsilyl)oxy]-butanoic acid-1,1-dimethylethyl ester). The solvent is C(C)(=O)O.O (acetic acid water). Conditions: temperature 45 celsius, time 16 hour. Yields the product CC(C)(C)OC([C@@H](CCO)N[C@@H](CC(C)C)C(=O)NCC=1C=NC=CC1)=O (2-(R)-[[3-methyl-1-(S)-[((pyridin-3-yl-methyl)amino)carbonyl]butyl]amino]-4-(hydroxy)-butanoic acid-1,1-dimethylethyl ester). As a reaction SMILES: [CH3:1][C:2]([O:5][C:6](=[O:34])[C@H:7]([NH:18][C@H:19]([C:24]([NH:26][CH2:27][C:28]1[CH:29]=[N:30][CH:31]=[CH:32][CH:33]=1)=[O:25])[CH2:20][CH:21]([CH3:23])[CH3:22])[CH2:8][CH2:9][O:10][Si](C(C)(C)C)(C)C)([CH3:4])[CH3:3]>C(O)(=O)C.O>[CH3:1][C:2]([O:5][C:6](=[O:34])[C@H:7]([NH:18][C@H:19]([C:24]([NH:26][CH2:27][C:28]1[CH:29]=[N:30][CH:31]=[CH:32][CH:33]=1)=[O:25])[CH2:20][CH:21]([CH3:23])[CH3:22])[CH2:8][CH2:9][OH:10])([CH3:4])[CH3:3] |f:1.2|. Procedure details: 1.18 g of 2-(R)-[[3-methyl-1-(S)-[((pyridin-3-yl-methyl)amino)carbonyl]butyl]amino]-4-[((1,1-dimethylethyl)dimethylsilyl)oxy]-butanoic acid-1,1-dimethylethyl ester, prepared as in Example O, was added to 48 mL of acetic acid:water (9:1) and the mixture was heated to 45° C. and stirred 16 h. The solvents were removed by evaporation and the residue was dissolved in ethyl acetate, washed with saturated sodium bicarbonate, dried (MgSO4). The solvent was removed by evaporation and the residue was pur... Starting materials: COc1c(C)c(C)c2c(c1C)CCC(C)(CCOS(=O)(=O)c1ccc(C)cc1)O2, Cc1ccccc1, O, OCCN1CCNCC1. Product: COc1c(C)c(C)c2c(c1C)CCC(C)(CCN1CCN(CCO)CC1)O2. As a reaction SMILES: [CH3:10][O:11][c:12]1[c:13]([CH3:38])[c:14]([CH3:37])[c:15]2[c:16]([c:35]1[CH3:36])[CH2:17][CH2:18][C:19]([CH3:21])([CH2:22][CH2:23][O:24][S:25]([c:26]1[cH:27][cH:28][c:29]([CH3:30])[cH:31][cH:32]1)(=[O:33])=[O:34])[O:20]2.[CH3:39][c:40]1[cH:41][cH:42][cH:43][cH:44][cH:45]1.[OH2:46].[OH:1][CH2:2][CH2:3][N:4]1[CH2:5][CH2:6][NH:7][CH2:8][CH2:9]1>>[OH:1][CH2:2][CH2:3][N:4]1[CH2:5][CH2:6][N:7]([CH2:23][CH2:22][C:19]2([CH3:21])[CH2:18][CH2:17][c:16]3[c:15]([c:14]([CH3:37])[c:13]([CH3:38])[c:12]([O:11][CH3:10])[c:35]3[CH3:36])[O:20]2)[CH2:8][CH2:9]1. Procedure details: The reaction and treatment were carried out in the same manner as in Example 208 using 3-[3-(4-fluorobenzyl)-3,4-dihydroisoquinolin-2(1H)-yl]propanamine obtained in Example 214-b) as a starting material, and using 4-cyanophenyl isocyanate instead of phenyl isocyanate to obtain a title compound as a pale yellow amorphous substance. RXN SMILES: [F:1][C:2]1[CH:22]=[CH:21][C:5]([CH2:6][CH:7]2[CH2:16][C:15]3[C:10](=[CH:11][CH:12]=[CH:13][CH:14]=3)[CH2:9][N:8]2[CH2:17][CH2:18][CH2:19][NH2:20])=[CH:4][CH:3]=1.[C:23]([C:25]1[CH:30]=[CH:29][C:28]([N:31]=[C:32]=[O:33])=[CH:27][CH:26]=1)#[N:24]>>[C:23]([C:25]1[CH:26]=[CH:27][C:28]([NH:31][C:32]([NH:20][CH2:19][CH2:18][CH2:17][N:8]2[CH:7]([CH2:6][C:5]3[CH:21]=[CH:22][C:2]([F:1])=[CH:3][CH:4]=3)[CH2:16][C:15]3[C:10](=[CH:11][CH:12]=[CH:13][CH:14]=3)[CH2:9]2)=[O:33])=[CH:29][CH:30]=1)#[N:24]. Starting materials: FC1=CC=C(CC2N(CC3=CC=CC=C3C2)CCCN)C=C1 (3-[3-(4-fluorobenzyl)-3,4-dihydroisoquinolin-2(1H)-yl]propanamine), C(#N)C1=CC=C(C=C1)N=C=O (4-cyanophenyl isocyanate). Yields the product C(#N)C1=CC=C(C=C1)NC(=O)NCCCN1CC2=CC=CC=C2CC1CC1=CC=C(C=C1)F (1-(4-cyanophenyl)-3-[3-[3-(4-fluorobenzyl)-3,4-dihydroisoquinolin-2(1H)-yl]propyl]urea). The reactants are C(CCCCCCC\C=C/CCCCCCCC)(=O)OC(CNC(CNC(=O)OC(C)(C)C)=O)COC(CCCCCCC\C=C/CCCCCCCC)=O (2,3-dioleoyloxy-N-((N-Boc)-glycyl)-aminopropane), C(=O)(O)[O-].[Na+] (NaHCO3). Solvent: C(Cl)Cl (CH2Cl2), C(Cl)Cl.C(=O)(C(F)(F)F)O (CH2Cl2 TFA). Run at time 30 minute. The product is C(CCCCCCC\C=C/CCCCCCCC)(=O)OC(CNC(CN)=O)COC(CCCCCCC\C=C/CCCCCCCC)=O (2,3-dioleoyloxy-N-(glycyl)-aminopropane). Reaction SMILES: [C:1]([O:20][CH:21]([CH2:35][O:36][C:37](=[O:55])[CH2:38][CH2:39][CH2:40][CH2:41][CH2:42][CH2:43][CH2:44]/[CH:45]=[CH:46]\[CH2:47][CH2:48][CH2:49][CH2:50][CH2:51][CH2:52][CH2:53][CH3:54])[CH2:22][NH:23][C:24](=[O:34])[CH2:25][NH:26]C(OC(C)(C)C)=O)(=[O:19])[CH2:2][CH2:3][CH2:4][CH2:5][CH2:6][CH2:7][CH2:8]/[CH:9]=[CH:10]\[CH2:11][CH2:12][CH2:13][CH2:14][CH2:15][CH2:16][CH2:17][CH3:18].C([O-])(O)=O.[Na+]>C(Cl)Cl.C(O)(C(F)(F)F)=O.C(Cl)Cl>[C:1]([O:20][CH:21]([CH2:35][O:36][C:37](=[O:55])[CH2:38][CH2:39][CH2:40][CH2:41][CH2:42][CH2:43][CH2:44]/[CH:45]=[CH:46]\[CH2:47][CH2:48][CH2:49][CH2:50][CH2:51][CH2:52][CH2:53][CH3:54])[CH2:22][NH:23][C:24](=[O:34])[CH2:25][NH2:26])(=[O:19])[CH2:2][CH2:3][CH2:4][CH2:5][CH2:6][CH2:7][CH2:8]/[CH:9]=[CH:10]\[CH2:11][CH2:12][CH2:13][CH2:14][CH2:15][CH2:16][CH2:17][CH3:18] |f:1.2,3.4|. Procedure details: 15.20 g (19.56 mmol) 20 was taken up in 200 ml CH2Cl2 /TFA (3:1 v/v) and stirred for 30 min. Afterwards the solution was diluted with 200 ml CH2Cl2 and shaken out with 200 ml sat. NaHCO3 solution. The organic phase was dried over MgSO4 and rotary evaporated. Yield: 11.64 g (88%) 21 as an oil.